This data is from the Open Reaction Database (ORD), a public repository of structured organic reaction records. The task is: describe an organic reaction: reactants, conditions, products, and yield Reactants: ClC=1C=CC=C(C1C=O)O (6-chlorosalicylaldehyde), O.NN (hydrazine hydrate), C(C=1C(O)=CC=CC1)=O (salicylaldehyde), ClC1=CC=CC2=C1C=C(O2)C(C2=CC=C(C=C2)OC)=O (4-chloro-2-(4'-methoxybenzoyl)benzofuran). The product is ClC1=CC=CC2=C1C=C(O2)CC2=CC=C(C=C2)OC (4-chloro-2-(4'-methoxybenzyl)benzofuran). As a reaction SMILES: ClC1C=CC=C(O)C=1C=O.C(=O)C1C(=CC=CC=1)O.[Cl:20][C:21]1[C:26]2[CH:27]=[C:28]([C:30](=O)[C:31]3[CH:36]=[CH:35][C:34]([O:37][CH3:38])=[CH:33][CH:32]=3)[O:29][C:25]=2[CH:24]=[CH:23][CH:22]=1.O.NN>>[Cl:20][C:21]1[C:26]2[CH:27]=[C:28]([CH2:30][C:31]3[CH:36]=[CH:35][C:34]([O:37][CH3:38])=[CH:33][CH:32]=3)[O:29][C:25]=2[CH:24]=[CH:23][CH:22]=1 |f:3.4|. Procedure: When an equivalent amount of 6-chlorosalicylaldehyde is used as a starting material in the procedure of Example 15 in place of salicylaldehyde and the product 4-chloro-2-(4'-methoxybenzoyl)benzofuran is reduced with hydrazine hydrate, 4-chloro-2-(4'-methoxybenzyl)benzofuran is obtained. The reactants are BrC1=CC=C(C=C1)N1N=C2C=C(C(=CC2=C1C(NC)=O)C1CC1)N(C1CN(CC1)C(=O)OC(C)(C)C)S(=O)(=O)C (tert-butyl 3-{[2-(4-bromophenyl)-5-cyclopropyl-3-(methylcarbamoyl)-2H-indazol-6-yl](methylsulfonyl)amino}pyrrolidine-1-carboxylate), FC(C(=O)O)(F)F (trifluoroacetic acid). Solvent: C(Cl)Cl (DCM). Reaction conditions: temperature 40 celsius, time 40 minute. The product is BrC1=CC=C(C=C1)N1N=C2C=C(C(=CC2=C1C(=O)NC)C1CC1)N(C1CNCC1)S(=O)(=O)C (2-(4-bromophenyl)-5-cyclopropyl-N-methyl-6-[(methylsulfonyl)(pyrrolidin-3-yl)amino]-2H-indazole-3-carboxamide). Yield: 43.5%. RXN SMILES: [Br:1][C:2]1[CH:7]=[CH:6][C:5]([N:8]2[C:16]([C:17](=[O:20])[NH:18][CH3:19])=[C:15]3[C:10]([CH:11]=[C:12]([N:24]([S:37]([CH3:40])(=[O:39])=[O:38])[CH:25]4[CH2:29][CH2:28][N:27](C(OC(C)(C)C)=O)[CH2:26]4)[C:13]([CH:21]4[CH2:23][CH2:22]4)=[CH:14]3)=[N:9]2)=[CH:4][CH:3]=1.FC(F)(F)C(O)=O>C(Cl)Cl>[Br:1][C:2]1[CH:7]=[CH:6][C:5]([N:8]2[C:16]([C:17]([NH:18][CH3:19])=[O:20])=[C:15]3[C:10]([CH:11]=[C:12]([N:24]([S:37]([CH3:40])(=[O:39])=[O:38])[CH:25]4[CH2:29][CH2:28][NH:27][CH2:26]4)[C:13]([CH:21]4[CH2:23][CH2:22]4)=[CH:14]3)=[N:9]2)=[CH:4][CH:3]=1. Procedure details: To a solution of tert-butyl 3-{[2-(4-bromophenyl)-5-cyclopropyl-3-(methylcarbamoyl)-2H-indazol-6-yl](methylsulfonyl)amino}pyrrolidine-1-carboxylate (12 mg, 0.019 mmol) in DCM (0.5 mL) was added trifluoroacetic acid (50 μL) and the mixture was stirred at 40° C. for 40 min. The mixture was cooled to RT, washed with saturated aqueous sodium bicarbonate (0.5 mL), dried (MgSO4) and concentrated to dryness. The residue was purified by preparative LCMS (5-100% ACN in 0.1% aqueous formic acid) to afford... Starting materials: [Si](C)(C)(C(C)(C)C)OCC[C@@H]1C=2C=3C(=NC=NC3SC2CC1)OC1CCC(CC1)(CC)NC(OC(C)(C)C)=O (tert-butyl N-(4-[[(3R)-3-[2-[(tert-butyldimethylsilyl)oxy]ethyl]-7-thia-9,11-diazatricyclo[6.4.0.0[2,6]]dodeca-1(8),2 (6),9,11-tetraen-12-yl]oxy]-1-ethylcyclohexyl)carbamate), TBAF-3H2O. The solvent is C1CCOC1 (THF). Reaction conditions: time 3 hour. Yields the product C(C)C1(CCC(CC1)OC1=NC=NC=2SC=3CC[C@@H](C3C12)CCO)NC(OC(C)(C)C)=O (tert-butyl N-(1-ethyl-4-[[(3R)-3-(2-hydroxyethyl)-7-thia-9,11-diazatricyclo[6.4.0.0[2,6]]dodeca-1(8),2 (6),9,11-tetraen-12-yl]oxy]cyclohexyl)carbamate). Yield: 92.8%. As a reaction SMILES: [Si]([O:8][CH2:9][CH2:10][C@H:11]1[CH2:22][CH2:21][C:20]2[S:19][C:18]3[N:17]=[CH:16][N:15]=[C:14]([O:23][CH:24]4[CH2:29][CH2:28][C:27]([NH:32][C:33](=[O:39])[O:34][C:35]([CH3:38])([CH3:37])[CH3:36])([CH2:30][CH3:31])[CH2:26][CH2:25]4)[C:13]=3[C:12]1=2)(C(C)(C)C)(C)C>C1COCC1>[CH2:30]([C:27]1([NH:32][C:33](=[O:39])[O:34][C:35]([CH3:38])([CH3:37])[CH3:36])[CH2:28][CH2:29][CH:24]([O:23][C:14]2[C:13]3[C:12]4[C@@H:11]([CH2:10][CH2:9][OH:8])[CH2:22][CH2:21][C:20]=4[S:19][C:18]=3[N:17]=[CH:16][N:15]=2)[CH2:25][CH2:26]1)[CH3:31]. Reported procedure: To a 25-mL round-bottom flask containing a solution of tert-butyl N-(4-[[(3R)-3-[2-[(tert-butyldimethylsilyl)oxy]ethyl]-7-thia-9,11-diazatricyclo[6.4.0.0[2,6]]dodeca-1(8),2 (6),9,11-tetraen-12-yl]oxy]-1-ethylcyclohexyl)carbamate (240 mg, 0.42 mmol, 1.00 equiv) in 10 mL of THF was added TBAF-3H2O (264 mg, 0.84 mmol, 2.01 equiv) at room temperature. The resulting solution was stirred for 3 h at this temperature and concentrated under reduced pressure. The residue was applied onto a silica gel colu... Starting materials: CI (methyliodide), C(CCC)[Li] (n-Butyl lithium), hexanes, ClC1=NC=CC(=C1)Cl (2,4-Dichloro-pyridine), CC(=O)O (AcOH). The solvent is CCOCC (Et2O), C1CCOC1 (THF). Yields the product ClC1=NC=CC(=C1C)Cl (2,4-dichloro-3-methyl-pyridine). Yield: 72.0%. As a reaction SMILES: [CH2:1]([Li])CCC.[Cl:6][C:7]1[CH:12]=[C:11]([Cl:13])[CH:10]=[CH:9][N:8]=1.CI.CC(O)=O>C1COCC1.CCOCC>[Cl:6][C:7]1[C:12]([CH3:1])=[C:11]([Cl:13])[CH:10]=[CH:9][N:8]=1. Reported procedure: 1.6 M n-Butyl lithium in hexanes (3.75 mL, 6.0 mmol) and anhydrous THF (5 mL) were added to a flame-dried flask under nitrogen atmosphere. This solution was cooled to −78 C, 2,4-Dichloro-pyridine was added dropwise while stirring and the mixture was stirred at −78 C for 30 min after which time methyliodide (0.374 mL, 6.0 mmol) was added dropwise at −78 C. This mixture was stirred at −78 C for 1 h under nitrogen atmosphere after which time glacial AcOH (0.114 mL, 2.0 mmol) was added to give a rea... Starting materials: C(C)(C)(C)C1C(CCCC1)O (2-tert-butylcyclohexanol), C1C(C)O1 (propyleneoxide), C(C)(C)C1C(CCCC1)O (2-isopropylcyclohexanol), C1C(CC)O1 (1,2-butyleneoxide). Product: C(C)(C)C1C(CCCC1)O (2-isopropylcyclohexanol), C(C)(C)C1C(CCCC1)OCC(CC)O (1-(2-isopropylcyclohexyloxy)-2-butanol). As a reaction SMILES: [CH:1]([CH:4]1[CH2:9][CH2:8][CH2:7][CH2:6][CH:5]1[OH:10])([CH3:3])[CH3:2].[CH2:11]1[O:15][CH:12]1[CH2:13][CH3:14].[C:16]([CH:20]1[CH2:25][CH2:24][CH2:23][CH2:22][CH:21]1[OH:26])([CH3:19])([CH3:18])C.C1OC1C>>[CH:1]([CH:4]1[CH2:9][CH2:8][CH2:7][CH2:6][CH:5]1[OH:10])([CH3:3])[CH3:2].[CH:16]([CH:20]1[CH2:25][CH2:24][CH2:23][CH2:22][CH:21]1[O:26][CH2:11][CH:12]([OH:15])[CH2:13][CH3:14])([CH3:18])[CH3:19]. Procedure details: The synthesis was carried out in the same manner as described in Example 1, except that 20.0 g (0.141 mol) of 2-isopropylcyclohexanol (cis:trans=6:4) and 10.1 g (0.141 mol) of 1,2-butyleneoxide were used instead of 30.0 g (0.192 mol) of 2-tert-butylcyclohexanol (cis:trans=8:2) and 11.1 g (0.192 mol) of propyleneoxide. 6.5 g of 2-isopropylcyclohexanol and 16.6 g of 1-(2-isopropylcyclohexyloxy)-2-butanol (cis:trans=6:4) were obtained in a 55% yield. Reactants: COc1ccc(C(O)C(F)(Br)Br)cc1[N+](=O)[O-], CCN(CC)S(F)(F)F, ClCCl. Product: COc1ccc(C(F)C(F)(Br)Br)cc1[N+](=O)[O-]. RXN SMILES: [Br:10][C:11]([CH:12]([OH:13])[c:14]1[cH:15][c:16]([N+:22](=[O:23])[O-:24])[c:17]([O:20][CH3:21])[cH:18][cH:19]1)([F:25])[Br:26].[CH2:1]([N:2]([S:3]([F:4])([F:5])[F:7])[CH2:6][CH3:8])[CH3:9].[Cl:27][CH2:28][Cl:29]>>[F:7][CH:12]([C:11]([Br:10])([F:25])[Br:26])[c:14]1[cH:15][c:16]([N+:22](=[O:23])[O-:24])[c:17]([O:20][CH3:21])[cH:18][cH:19]1. The reactants are N1=CC=CC=C1 (pyridine), C(=O)(Cl)Cl (phosgene), C(=O)N[C@H]1[C@@H]2N(C(=C(CS2)C)C(=O)OC(C2=CC=CC=C2)C2=CC=CC=C2)C1=O (diphenylmethyl (6R, 7R)-7-formamido-3-methyl-ceph-3-em-4-carboxylate). Solvent: C(Cl)Cl (methylene chloride), C(Cl)Cl (methylene chloride). Yields the product [N+](#[C-])[C@H]1[C@@H]2N(C(=C(CS2)C)C(=O)OC(C2=CC=CC=C2)C2=CC=CC=C2)C1=O (Diphenylmethyl (6R, 7R)-7-Isocyano-3-methylceph-3-em-4-carboxylate). The yield is 81.5%. RXN SMILES: C(Cl)(Cl)=O.[CH:5]([NH:7][C@@H:8]1[C:32](=[O:33])[N:10]2[C:11]([C:16]([O:18][CH:19]([C:26]3[CH:31]=[CH:30][CH:29]=[CH:28][CH:27]=3)[C:20]3[CH:25]=[CH:24][CH:23]=[CH:22][CH:21]=3)=[O:17])=[C:12]([CH3:15])[CH2:13][S:14][C@H:9]12)=O.N1C=CC=CC=1>C(Cl)Cl>[N+:7]([C@@H:8]1[C:32](=[O:33])[N:10]2[C:11]([C:16]([O:18][CH:19]([C:20]3[CH:25]=[CH:24][CH:23]=[CH:22][CH:21]=3)[C:26]3[CH:31]=[CH:30][CH:29]=[CH:28][CH:27]=3)=[O:17])=[C:12]([CH3:15])[CH2:13][S:14][C@H:9]12)#[C-:5]. Procedure: A solution of phosgene (3.27 g, 33 mmole) in methylene chloride (ca. 25 ml.) at -20° was added to a stirred solution of diphenylmethyl (6R, 7R)-7-formamido-3-methyl-ceph-3-em-4-carboxylate (prepared as described in Belgian Patent Specification No. 761,897) (12.24 g., 30 mmole) in methylene chloride (500 ml.) containing pyridine (12 ml., 150 mmole), at -20°. The solution was washed with water (2 × 250 ml.) and the organic layers combined with the methylene chloride backwash (250 ml.) of the aqueo...